This data is from the Open Reaction Database (ORD), a public repository of structured organic reaction records. The task is: describe an organic reaction: reactants, conditions, products, and yield The product is CCOC(=O)C(=C(Cl)Cl)c1ccc(C(F)(F)F)cc1. As a reaction SMILES: [C:40]([Cl:41])([Cl:42])([Cl:43])[Cl:44].[CH2:1]([CH3:2])[O:3][C:4]([C:5]([c:6]1[cH:7][cH:8][c:9]([C:12]([F:13])([F:14])[F:15])[cH:10][cH:11]1)=[O:16])=[O:17].[CH3:37][C:38]#[N:39].[c:18]1([P:19]([c:20]2[cH:21][cH:22][cH:23][cH:24][cH:25]2)[c:26]2[cH:27][cH:28][cH:29][cH:30][cH:31]2)[cH:32][cH:33][cH:34][cH:35][cH:36]1>>[CH2:1]([CH3:2])[O:3][C:4]([C:5]([c:6]1[cH:7][cH:8][c:9]([C:12]([F:13])([F:14])[F:15])[cH:10][cH:11]1)=[C:40]([Cl:41])[Cl:42])=[O:17]. Starting materials: ClC(Cl)(Cl)Cl, CCOC(=O)C(=O)c1ccc(C(F)(F)F)cc1, CC#N, c1ccc(P(c2ccccc2)c2ccccc2)cc1. Reactants: CC1(COC2=C1C=C(C=C2C(C)(C)C)B(O)O)C (3,3-dimethyl-7-t-butyl-2,3-dihydro-benzofuran-5-boronic acid), C([O-])([O-])=O.[Na+].[Na+] (sodium carbonate), C1(=CC=CC=C1)C (toluene), CC1(COC2=C1C=C(C=C2C(C)(C)C)B(O)O)C (3,3-dimethyl-7-t-butyl-2,3-dihydro-benzofuran-5-boronic acid), CO (methanol). The reagents and catalysts are C=1C=CC(=CC1)[P](C=2C=CC=CC2)(C=3C=CC=CC3)[Pd]([P](C=4C=CC=CC4)(C=5C=CC=CC5)C=6C=CC=CC6)([P](C=7C=CC=CC7)(C=8C=CC=CC8)C=9C=CC=CC9)[P](C=1C=CC=CC1)(C=1C=CC=CC1)C=1C=CC=CC1 (tetrakis(triphenylphosphine)palladium(0)). The solvent is C(C)(=O)OCC (ethyl acetate), O (water), CCCCCC (hexane). Product: CC1(COC2=C1C=C(C=C2C(C)(C)C)\C(=C/CO)\C)C (3,3-Dimethyl-7-t-butyl-5-(3-hydroxy-1-methyl-prop-(1Z)-enyl)-2,3-dihydro-benzofuran). Reaction SMILES: [CH3:1][C:2]1([CH3:18])[C:6]2[CH:7]=[C:8](B(O)O)[CH:9]=[C:10]([C:11]([CH3:14])([CH3:13])[CH3:12])[C:5]=2[O:4][CH2:3]1.CO.[C:21]1([CH3:27])C=CC=[CH:23][CH:22]=1.C(=O)([O-])[O-:29].[Na+].[Na+]>CCCCCC.C1C=CC([P]([Pd]([P](C2C=CC=CC=2)(C2C=CC=CC=2)C2C=CC=CC=2)([P](C2C=CC=CC=2)(C2C=CC=CC=2)C2C=CC=CC=2)[P](C2C=CC=CC=2)(C2C=CC=CC=2)C2C=CC=CC=2)(C2C=CC=CC=2)C2C=CC=CC=2)=CC=1.C(OCC)(=O)C.O>[CH3:1][C:2]1([CH3:18])[C:6]2[CH:7]=[C:8](/[C:21](/[CH3:27])=[CH:22]\[CH2:23][OH:29])[CH:9]=[C:10]([C:11]([CH3:14])([CH3:13])[CH3:12])[C:5]=2[O:4][CH2:3]1 |f:3.4.5,^1:43,45,64,83|. Procedure details: Following General Procedure B and using 3,3-dimethyl-7-t-butyl-2,3-dihydro-benzofuran-5-boronic acid (Intermediate 25, 0.57 g, 2.3 mmol), 3-iodo-but-2 (Z)-ene-ol (0.4 g, 2 mmol), methanol (7.5 mL), toluene (15 mL), water (2 mL), sodium carbonate (0.5 g, 4.9 mmol) and tetrakis(triphenylphosphine)palladium(0)(60 mg), followed by flash column chromatography over silica gel (230-400 mesh) using 15% ethyl acetate in hexane as the eluent, the title compound was obtained (0.47 g, 57% over two steps). Starting materials: C(=O)(OCC1C2=CC=CC=C2C2=CC=CC=C12)N[C@@H](CCCCN)C(=O)[C@@]1([C@H](O)[C@H](O)[C@@H](CO)O1)N1C=NC=2C(=O)NC(N)=NC12 ((Nα-FMOC-lysyl)guanosine), N1CCCCC1 (piperidine). The solvent is N1=CC=CC=C1 (pyridine). Reaction conditions: temperature 0 celsius, time 5 hour. Product: N[C@@H](CCCCN)C(=O)[C@@]1([C@H](O)[C@H](O)[C@@H](CO)O1)N1C=NC=2C(=O)NC(N)=NC12 (Lysylguanosine). RXN SMILES: C([NH:18][C@H:19]([C:25]([C@@:27]1([N:36]2[C:46]3[N:45]=[C:43]([NH2:44])[NH:42][C:40](=[O:41])[C:39]=3[N:38]=[CH:37]2)[O:35][C@H:32]([CH2:33][OH:34])[C@@H:30]([OH:31])[C@H:28]1[OH:29])=[O:26])[CH2:20][CH2:21][CH2:22][CH2:23][NH2:24])(OCC1C2C(=CC=CC=2)C2C1=CC=CC=2)=O.N1CCCCC1>N1C=CC=CC=1>[NH2:18][C@H:19]([C:25]([C@@:27]1([N:36]2[C:46]3[N:45]=[C:43]([NH2:44])[NH:42][C:40](=[O:41])[C:39]=3[N:38]=[CH:37]2)[O:35][C@H:32]([CH2:33][OH:34])[C@@H:30]([OH:31])[C@H:28]1[OH:29])=[O:26])[CH2:20][CH2:21][CH2:22][CH2:23][NH2:24]. Procedure: To a stirred solution of 800 mg of (Nα-FMOC-lysyl)guanosine in anhydrous pyridine was added anhydrous piperidine (4 mol eq.). The mixture was allowed to stir for 5 hr at 0° C. and then was evaporated to dryness. The residue was dissolved in DMF and purified by slow addition of the DMF solution to a rapidly stirred solution of EtOH—Et2O, yielding a precipitate. Reactants: CCO, CCn1c(C(=O)N(C2CC2)C2CC2)cc2c3c(ncn3C)c(Nc3nc(C(=O)OC)c(C)s3)nc21, Cl, [Na+], [OH-]. Yields the product CCn1c(C(=O)N(C2CC2)C2CC2)cc2c3c(ncn3C)c(Nc3nc(C(=O)O)c(C)s3)nc21. RXN SMILES: [CH3:39][CH2:40][OH:41].[CH:3]1([N:6]([C:7](=[O:8])[c:9]2[cH:10][c:11]3[c:12]([n:13][c:14]([NH:21][c:22]4[s:23][c:24]([CH3:31])[c:25]([C:27](=[O:28])[O:29][CH3:30])[n:26]4)[c:15]4[c:16]3[n:17]([CH3:20])[cH:18][n:19]4)[n:32]2[CH2:33][CH3:34])[CH:35]2[CH2:36][CH2:37]2)[CH2:4][CH2:5]1.[ClH:38].[Na+:2].[OH-:1]>>[CH:3]1([N:6]([C:7](=[O:8])[c:9]2[cH:10][c:11]3[c:12]([n:13][c:14]([NH:21][c:22]4[s:23][c:24]([CH3:31])[c:25]([C:27](=[O:28])[OH:29])[n:26]4)[c:15]4[c:16]3[n:17]([CH3:20])[cH:18][n:19]4)[n:32]2[CH2:33][CH3:34])[CH:35]2[CH2:36][CH2:37]2)[CH2:4][CH2:5]1. The reactants are CN(S(=O)(=O)CCN1C(C(=C(C2=NC=CC=C12)O)C(=O)OC)=O)C (Methyl 1-{2-[(dimethylamino)sulfonyl]ethyl}-4-hydroxy-2-oxo-1,2-dihydro-1,5-naphthyridine-3-carboxylate), FC1=CC=C(CN)C=C1 (4-fluorobenzyl amine). Solvent: CCO (EtOH). Product: CN(S(=O)(=O)CCN1C(C(=C(C2=NC=CC=C12)O)C(=O)NCC1=CC=C(C=C1)F)=O)C (1-{2-[(dimethylamino)sulfonyl]ethyl}-N-(4-fluorobenzyl)-4-hydroxy-2-oxo-1,2-dihydro-1,5-naphthyridine-3-carboxamide). As a reaction SMILES: [CH3:1][N:2]([CH3:24])[S:3]([CH2:6][CH2:7][N:8]1[C:17]2[C:12](=[N:13][CH:14]=[CH:15][CH:16]=2)[C:11]([OH:18])=[C:10]([C:19]([O:21]C)=O)[C:9]1=[O:23])(=[O:5])=[O:4].[F:25][C:26]1[CH:33]=[CH:32][C:29]([CH2:30][NH2:31])=[CH:28][CH:27]=1>CCO>[CH3:24][N:2]([CH3:1])[S:3]([CH2:6][CH2:7][N:8]1[C:17]2[C:12](=[N:13][CH:14]=[CH:15][CH:16]=2)[C:11]([OH:18])=[C:10]([C:19]([NH:31][CH2:30][C:29]2[CH:32]=[CH:33][C:26]([F:25])=[CH:27][CH:28]=2)=[O:21])[C:9]1=[O:23])(=[O:5])=[O:4]. Procedure: Methyl 1-{2-[(dimethylamino)sulfonyl]ethyl}-4-hydroxy-2-oxo-1,2-dihydro-1,5-naphthyridine-3-carboxylate (0.3 g, 0.84 mmol) was suspended in 8 mL of absolute EtOH and treated with 4-fluorobenzyl amine (0.29 mL, 2.53 mmol). The mixture was brought to reflux for 2.5 hours, cooled, and the solids collected and washed with a little cold EtOH to give the product as a white solid. Starting materials: CC1=C(C(=O)O)C(c2cccc(Cl)c2)NC(=O)N1, CN1CCN(CCCN)CC1, CN(C)C=O. Product: CC1=C(C(=O)NCCCN2CCN(C)CC2)C(c2cccc(Cl)c2)NC(=O)N1. RXN SMILES: [Cl:1][c:2]1[cH:3][c:4]([CH:8]2[NH:9][C:10](=[O:18])[NH:11][C:12]([CH3:17])=[C:13]2[C:14](=[O:15])[OH:16])[cH:5][cH:6][cH:7]1.[NH2:19][CH2:20][CH2:21][CH2:22][N:23]1[CH2:24][CH2:25][N:26]([CH3:29])[CH2:27][CH2:28]1.[O:30]=[CH:31][N:32]([CH3:33])[CH3:34]>>[Cl:1][c:2]1[cH:3][c:4]([CH:8]2[NH:9][C:10](=[O:18])[NH:11][C:12]([CH3:17])=[C:13]2[C:14](=[O:16])[NH:19][CH2:20][CH2:21][CH2:22][N:23]2[CH2:24][CH2:25][N:26]([CH3:29])[CH2:27][CH2:28]2)[cH:5][cH:6][cH:7]1. Product: Cc1nnnn1-c1cc(CO)cc(C(F)(F)F)c1. Reaction SMILES: [BH4-:22].[CH3:1][c:2]1[n:3][n:4][n:5][n:6]1-[c:7]1[cH:8][c:9]([C:10](=[O:11])[O:12][CH3:13])[cH:14][c:15]([C:17]([F:18])([F:19])[F:20])[cH:16]1.[CH3:29][OH:30].[Li+:23].[O:24]1[CH2:25][CH2:26][CH2:27][CH2:28]1.[OH2:21]>>[CH3:1][c:2]1[n:3][n:4][n:5][n:6]1-[c:7]1[cH:8][c:9]([CH2:10][OH:11])[cH:14][c:15]([C:17]([F:18])([F:19])[F:20])[cH:16]1. Starting materials: [BH4-], COC(=O)c1cc(-n2nnnc2C)cc(C(F)(F)F)c1, CO, [Li+], C1CCOC1, O.